From a dataset of the Open Reaction Database (ORD), a public repository of structured organic reaction records. describe an organic reaction: reactants, conditions, products, and yield Reactants: [N+](=O)([O-])CC1C(C(C2(OCCO2)C1)CC=CCCCC(=O)O)C=CC(CCCCC)(O)C (7-[8-nitromethyl-7-(3-methyl-3-hydroxy-1-octenyl)-1,4-dioxaspiro[4.4]non-6-yl]-5-heptenoic acid), O1CCCC1 (tetrahydrofuran), Cl (hydrochloric acid). Run in O (water). The product is OC(C=CC1C(C(CC1C[N+](=O)[O-])=O)CC=CCCCC(=O)O)(CCCCC)C (7-[2-(3-Hydroxy-3-Methyl-1-Octenyl)-3-Nitromethyl-5-Oxocyclopentyl]-5-Heptenoic Acid). RXN SMILES: [N+:1]([CH2:4][CH:5]1[CH2:13][C:8]2(OCC[O:9]2)[CH:7]([CH2:14][CH:15]=[CH:16][CH2:17][CH2:18][CH2:19][C:20]([OH:22])=[O:21])[CH:6]1[CH:23]=[CH:24][C:25]([CH3:32])([OH:31])[CH2:26][CH2:27][CH2:28][CH2:29][CH3:30])([O-:3])=[O:2].O1CCCC1.Cl>O>[OH:31][C:25]([CH3:32])([CH2:26][CH2:27][CH2:28][CH2:29][CH3:30])[CH:24]=[CH:23][CH:6]1[CH:5]([CH2:4][N+:1]([O-:3])=[O:2])[CH2:13][C:8](=[O:9])[CH:7]1[CH2:14][CH:15]=[CH:16][CH2:17][CH2:18][CH2:19][C:20]([OH:22])=[O:21]. Procedure details: A solution of 0.20 g. of 7-[8-nitromethyl-7-(3-methyl-3-hydroxy-1-octenyl)-1,4-dioxaspiro[4.4]non-6-yl]-5-heptenoic acid in 4 ml. of tetrahydrofuran was treated at 0° C. with 0.4 ml. of concentrated hydrochloric acid and stirred at 0° C. for 1.5 hours. The reaction mixture was added to water and extracted with ether. After washing with water and drying over magnesium sulfate, the extract was evaporated and the residue chromatographed on silica. Elution with 15% ethyl acetate in hexane gave 0.11 ... Run at time 1 hour. Procedure details: To a solution of 3-(4-((5-(2-(4-chloro-3-methoxyphenyl)propan-2-yl)-1-(4-fluorophenyl)-1H-imidazol-2-ylthio)methyl)-3,5-difluorophenyl)-N,N-dimethylprop-2-yn-1-amine (50 mg, 0.09 mmol, 1.0 eq) in Et2O (0.1 mL) was added methyl p-toluenesulfonate. After 1 h, an additional 1.0 eq methyl p-toluenesulfonate was added and the reaction mixture stirred 30 min. The mixture was filtered to provide 3-(4-((5-(2-(4-chloro-3-methoxyphenyl)propan-2-yl)-1-(4-fluorophenyl)-1H-imidazol-2-ylthio)methyl)-3,5-diflu... The reactants are ClC1=C(C=C(C=C1)C(C)(C)C1=CN=C(N1C1=CC=C(C=C1)F)SCC1=C(C=C(C=C1F)C#CCN(C)C)F)OC (3-(4-((5-(2-(4-chloro-3-methoxyphenyl)propan-2-yl)-1-(4-fluorophenyl)-1H-imidazol-2-ylthio)methyl)-3,5-difluorophenyl)-N,N-dimethylprop-2-yn-1-amine), C1(=CC=C(C=C1)S(=O)(=O)OC)C (methyl p-toluenesulfonate), C1(=CC=C(C=C1)S(=O)(=O)OC)C (methyl p-toluenesulfonate). Solvent: CCOCC (Et2O). Reaction SMILES: [Cl:1][C:2]1[CH:7]=[CH:6][C:5]([C:8]([C:11]2[N:15]([C:16]3[CH:21]=[CH:20][C:19]([F:22])=[CH:18][CH:17]=3)[C:14]([S:23][CH2:24][C:25]3[C:30]([F:31])=[CH:29][C:28]([C:32]#[C:33][CH2:34][N:35]([CH3:37])[CH3:36])=[CH:27][C:26]=3[F:38])=[N:13][CH:12]=2)([CH3:10])[CH3:9])=[CH:4][C:3]=1[O:39][CH3:40].[C:41]1([CH3:52])[CH:46]=[CH:45][C:44]([S:47]([O:50]C)(=[O:49])=[O:48])=[CH:43][CH:42]=1>CCOCC>[CH3:52][C:41]1[CH:42]=[CH:43][C:44]([S:47]([O-:50])(=[O:49])=[O:48])=[CH:45][CH:46]=1.[Cl:1][C:2]1[CH:7]=[CH:6][C:5]([C:8]([C:11]2[N:15]([C:16]3[CH:21]=[CH:20][C:19]([F:22])=[CH:18][CH:17]=3)[C:14]([S:23][CH2:24][C:25]3[C:26]([F:38])=[CH:27][C:28]([C:32]#[C:33][CH2:34][N+:35]([CH3:41])([CH3:36])[CH3:37])=[CH:29][C:30]=3[F:31])=[N:13][CH:12]=2)([CH3:9])[CH3:10])=[CH:4][C:3]=1[O:39][CH3:40] |f:3.4|. The product is CC1=CC=C(C=C1)S(=O)(=O)[O-].ClC1=C(C=C(C=C1)C(C)(C)C1=CN=C(N1C1=CC=C(C=C1)F)SCC1=C(C=C(C=C1F)C#CC[N+](C)(C)C)F)OC (3-(4-((5-(2-(4-chloro-3-methoxyphenyl)propan-2-yl)-1-(4-fluorophenyl)-1H-imidazol-2-ylthio)methyl)-3,5-difluorophenyl)-N,N,N-trimethylprop-2-yn-1-aminium 4-methylbenzenesulfonate). Reactants: C(C1=CC=CC=C1)(=O)N1CCC(CC1)COC1=CC=CC=C1 (N-benzoyl-4-phenoxymethylpiperidine), [OH-].[Na+] (sodium hydroxide). Run in C(C)O (ethanol). Yields the product O(C1=CC=CC=C1)CC1CCNCC1 (4-phenoxymethylpiperidine). The yield is 83.7%. Reaction SMILES: C([N:9]1[CH2:14][CH2:13][CH:12]([CH2:15][O:16][C:17]2[CH:22]=[CH:21][CH:20]=[CH:19][CH:18]=2)[CH2:11][CH2:10]1)(=O)C1C=CC=CC=1.[OH-].[Na+]>C(O)C>[O:16]([CH2:15][CH:12]1[CH2:11][CH2:10][NH:9][CH2:14][CH2:13]1)[C:17]1[CH:22]=[CH:21][CH:20]=[CH:19][CH:18]=1 |f:1.2|. Procedure details: A mixture of 22.0 g (0.075 mole) of N-benzoyl-4-phenoxymethylpiperidine, 25 ml of 10 N aqueous sodium hydroxide solution and 175 ml of ethanol is heated under reflux for 18 hours. The reaction mixture is then evaporated in a vacuum and the residue is taken up in diethyl ether, washed with water, dried over anhydrous sodium sulfate and the solvent then evaporated off. There are obtained 12.0 g of 4-phenoxymethylpiperidine (84% of theory); m.p. 42°-43° C. The reactants are C(#N)C=1C=C(C=CC1)O (3-cyanophenol), Cl (hydrochloric acid). Reagents/catalysts: [Pd] (palladium on carbon). Run in C(C)O (ethanol). Run at time 2.5 hour. Yields the product Cl.OC=1C=C(CN)C=CC1 (3-hydroxybenzylamine hydrochloride). Isolated yield 71.8%. Reaction SMILES: [C:1]([C:3]1[CH:4]=[C:5]([OH:9])[CH:6]=[CH:7][CH:8]=1)#[N:2].[ClH:10]>C(O)C.[Pd]>[ClH:10].[OH:9][C:5]1[CH:4]=[C:3]([CH:8]=[CH:7][CH:6]=1)[CH2:1][NH2:2] |f:4.5|. Procedure: To a solution of 3-cyanophenol (30 g, 0.252 mol) in ethanol (150 mL) at 25° C. under an atmosphere of nitrogen, was added 10% palladium on carbon (3 g) ) followed by concentrated hydrochloric acid solution (23 mL, 0.277 mol). The reaction mixture was hydrogenated at 50 psi in a Parr apparatus for 2.5 h and was then filtered over Celite® and washed well with ethanol (100 mL). The solvents were concentrated under reduced pressure and the resulting solid was placed under vacuum for 1 h. The solid w... Starting materials: CN (MeNH2), ClC1=NC2=CC=CC=C2C(=N1)Cl (2,4-dichloro-quinazoline), C(=O)(O)[O-].[Na+] (NaHCO3). Solvent: C1CCOC1 (THF). Reaction conditions: time 80 minute. Yields the product ClC1=NC2=CC=CC=C2C(=N1)NC ((2-chloro-quinazolin-4-yl)-methyl-amine). The yield is 93.7%. Reaction SMILES: [Cl:1][C:2]1[N:11]=[C:10](Cl)[C:9]2[C:4](=[CH:5][CH:6]=[CH:7][CH:8]=2)[N:3]=1.[CH3:13][NH2:14].C([O-])(O)=O.[Na+]>C1COCC1>[Cl:1][C:2]1[N:11]=[C:10]([NH:14][CH3:13])[C:9]2[C:4](=[CH:5][CH:6]=[CH:7][CH:8]=2)[N:3]=1 |f:2.3|. Reported procedure: A solution of 2,4-dichloro-quinazoline obtained in step A of example 1 (125 g, 628 mmol) in THF (1 L) was cooled to 4° C. and 40% aqueous MeNH2 (136 mL, 1.57 mol) was added. The mixture was stirred at ambient temperature for 80 min. The solution was alkalized with saturated aqueous NaHCO3 (pH=9) and concentrated. The precipitate was collected by filtration, washed with H2O and hexane, and dried at 80° C. to give (2-chloro-quinazolin-4-yl)-methyl-amine (114 g, 94%) as a white solid. Starting materials: ClCC(=O)OCC (ethyl 2-chloroacetate), NC1=NC=CC(=C1)C (2-amino-4-methylpyridine), C(C)O (ethanol). Yields the product C(C)OC(=O)C1=C(N=C2N1C=CC(=C2)C)C (2,7-dimethyl-imidazo[1,2-a]pyridine-3-carboxylic acid ethyl ester). Isolated yield 35.0%. Reaction SMILES: Cl[CH2:2][C:3]([O:5][CH2:6][CH3:7])=[O:4].[NH2:8][C:9]1[CH:14]=[C:13]([CH3:15])[CH:12]=[CH:11][N:10]=1.[CH2:16](O)[CH3:17]>>[CH2:6]([O:5][C:3]([C:2]1[N:10]2[CH:11]=[CH:12][C:13]([CH3:15])=[CH:14][C:9]2=[N:8][C:16]=1[CH3:17])=[O:4])[CH3:7]. Reported procedure: 15.2 g ethyl 2-chloroacetate were added to a solution of 10 g 2-amino-4-methylpyridine in 200 ml ethanol, the mixture was stirred under reflux for 8 hours and the reaction solution was stirred overnight at room temperature. After removal of the solvent, the residue was taken up with aqueous 10% strength HCl, and the mixture was washed with methylene chloride, rendered basic with sodium bicarbonate and extracted with methylene chloride. The combined organic phases were washed with water and dried... Reactants: CC[SiH](CC)CC, Cc1ccccc1, O=Cc1ccc(Cl)cc1, Nc1ccc(Br)cn1, O=C(O)C(F)(F)F. The product is Clc1ccc(CNc2ccc(Br)cn2)cc1. RXN SMILES: [CH2:25]([SiH:26]([CH2:27][CH3:28])[CH2:29][CH3:30])[CH3:31].[CH3:32][c:33]1[cH:34][cH:35][cH:36][cH:37][cH:38]1.[Cl:9][c:10]1[cH:11][cH:12][c:13]([CH:14]=[O:15])[cH:16][cH:17]1.[NH2:1][c:2]1[n:3][cH:4][c:5]([Br:8])[cH:6][cH:7]1.[OH:18][C:19]([C:20]([F:21])([F:22])[F:23])=[O:24]>>[NH:1]([c:2]1[n:3][cH:4][c:5]([Br:8])[cH:6][cH:7]1)[CH2:14][c:13]1[cH:12][cH:11][c:10]([Cl:9])[cH:17][cH:16]1. Starting materials: Compound II, CN(NC(NCC1=CC=NC=C1)=O)CC(=O)O (2-(1-methyl-2-(pyridin-4-ylmethylcarbamoyl)hydrazinyl)acetic acid), N[C@H](C(=O)N(CC=1C=CC=C2C=CC=NC12)[C@H](C(OCC)OCC)C)C ((S)-2-amino-N—((S)-1,1-diethoxypropan-2-yl)-N-(quinolin-8-ylmethyl)propanamide). The product is C(C)OC([C@H](C)N(C([C@H](C)NC(CN(NC(=O)NCC1=CC=NC=C1)C)=O)=O)CC=1C=CC=C2C=CC=NC12)OCC (1-(2-((S)-1-(((S)-1,1-diethoxypropan-2-yl)(quinolin-8-ylmethyl)amino)-1-oxopropan-2-ylamino)-2-oxoethyl)-1-methyl-4-(pyridin-4-ylmethyl)semicarbazide). Reaction SMILES: [CH3:1][N:2]([CH2:14][C:15]([OH:17])=O)[NH:3][C:4](=[O:13])[NH:5][CH2:6][C:7]1[CH:12]=[CH:11][N:10]=[CH:9][CH:8]=1.[NH2:18][C@@H:19]([CH3:43])[C:20]([N:22]([C@@H:34]([CH3:42])[CH:35]([O:39][CH2:40][CH3:41])[O:36][CH2:37][CH3:38])[CH2:23][C:24]1[CH:25]=[CH:26][CH:27]=[C:28]2[C:33]=1[N:32]=[CH:31][CH:30]=[CH:29]2)=[O:21]>>[CH2:37]([O:36][CH:35]([O:39][CH2:40][CH3:41])[C@@H:34]([N:22]([CH2:23][C:24]1[CH:25]=[CH:26][CH:27]=[C:28]2[C:33]=1[N:32]=[CH:31][CH:30]=[CH:29]2)[C:20](=[O:21])[C@@H:19]([NH:18][C:15](=[O:17])[CH2:14][N:2]([CH3:1])[NH:3][C:4]([NH:5][CH2:6][C:7]1[CH:8]=[CH:9][N:10]=[CH:11][CH:12]=1)=[O:13])[CH3:43])[CH3:42])[CH3:38]. Procedure details: According to the procedure described in the synthesis method of Compound II-15, 2-(1-methyl-2-(pyridin-4-ylmethylcarbamoyl)hydrazinyl)acetic acid (Compound VI-6) 99 mg (0.42 mmol) was coupled with (S)-2-amino-N—((S)-1,1-diethoxypropan-2-yl)-N-(quinolin-8-ylmethyl)propanamide (Compound IV-11) 100 mg (0.28 mmol) to obtain the title compound.